From a dataset of the Open Reaction Database (ORD), a public repository of structured organic reaction records. describe an organic reaction: reactants, conditions, products, and yield Reactants: CCCCCC, CCOC(C)=O, Cl, CC(C)(C)OC(=O)N1CCN(c2nc(-c3ccc(F)cc3F)cs2)CC1. Yields the product Cl, Fc1ccc(-c2csc(N3CCNCC3)n2)c(F)c1. As a reaction SMILES: [CH3:28][CH2:29][CH2:30][CH2:31][CH2:32][CH3:33].[CH3:34][CH2:35][O:36][C:37](=[O:38])[CH3:39].[ClH:1].[F:2][c:3]1[c:4](-[c:10]2[n:11][c:12]([N:15]3[CH2:16][CH2:17][N:18]([C:21]([O:22][C:23]([CH3:24])([CH3:25])[CH3:26])=[O:27])[CH2:19][CH2:20]3)[s:13][cH:14]2)[cH:5][cH:6][c:7]([F:9])[cH:8]1>>[ClH:1].[F:2][c:3]1[c:4](-[c:10]2[n:11][c:12]([N:15]3[CH2:16][CH2:17][NH:18][CH2:19][CH2:20]3)[s:13][cH:14]2)[cH:5][cH:6][c:7]([F:9])[cH:8]1. Reactants: C(C)(C)(C)OC(=O)N1CCC(CC1)ONC(=O)C=1C=C2N(C=NC=C2)C1NC1=C(C=C(C=C1)I)F (4-{[7-(2-Fluoro-4-iodo-phenylamino)-pyrrolo[1,2-c]pyrimidine-6-carbonyl]-aminooxy}-piperidine-1-carboxylic acid tert-butyl ester). Solvent: Cl (hydrochloric acid), O1CCOCC1 (dioxane). Reaction conditions: time 30 minute. The product is N1CCC(CC1)ONC(=O)C=1C=C2N(C=NC=C2)C1NC1=C(C=C(C=C1)I)F (7-(2-Fluoro-4-iodo-phenylamino)-pyrrolo[1,2-c]pyrimidine-6-carboxylic acid (piperidin-4-yloxy)-amide). Isolated yield 24.9%. As a reaction SMILES: C(OC([N:8]1[CH2:13][CH2:12][CH:11]([O:14][NH:15][C:16]([C:18]2[CH:19]=[C:20]3[CH:25]=[CH:24][N:23]=[CH:22][N:21]3[C:26]=2[NH:27][C:28]2[CH:33]=[CH:32][C:31]([I:34])=[CH:30][C:29]=2[F:35])=[O:17])[CH2:10][CH2:9]1)=O)(C)(C)C>Cl.O1CCOCC1>[NH:8]1[CH2:13][CH2:12][CH:11]([O:14][NH:15][C:16]([C:18]2[CH:19]=[C:20]3[CH:25]=[CH:24][N:23]=[CH:22][N:21]3[C:26]=2[NH:27][C:28]2[CH:33]=[CH:32][C:31]([I:34])=[CH:30][C:29]=2[F:35])=[O:17])[CH2:10][CH2:9]1. Procedure: 4-{[7-(2-Fluoro-4-iodo-phenylamino)-pyrrolo[1,2-c]pyrimidine-6-carbonyl]-aminooxy}-piperidine-1-carboxylic acid tert-butyl ester (180 mg, 0.30 mmol) was dissolved in hydrochloric acid in dioxane (1 mL, 4M). The reaction was stirred at room temperature for 30 minutes then concentrated in vacuo. The resultant residue was subject to reverse phase HPLC (gradient 10-60% acetonitrile/water 0.1% formic acid, Phenominex gemini PhC6, 5 micron, 250×20 mm). The product was dissolved in ethyl acetate (5 mL)... Reactants: N(=[N+]=[N-])C1=C(OCC(=C)C2=NC=CC=C2)C=CC=C1[N+](=O)[O-] (2-{1-[(2-azido-3-nitrophenoxy)methyl]vinyl}pyridine). The solvent is C1=CC=CC=C1 (benzene). Conditions: temperature 80 celsius. Yields the product [N+](=O)([O-])C1=CC=CC2=C1N1C(CO2)(C1)C1=NC=CC=C1 (7-nitro-1a-pyridin-2-yl-1a,2-dihydro-1H-azireno[2,1-c][1,4]benzoxazine). Isolated yield 99.5%. As a reaction SMILES: [N:1]([C:4]1[C:19]([N+:20]([O-:22])=[O:21])=[CH:18][CH:17]=[CH:16][C:5]=1[O:6][CH2:7][C:8]([C:10]1[CH:15]=[CH:14][CH:13]=[CH:12][N:11]=1)=[CH2:9])=[N+]=[N-]>C1C=CC=CC=1>[N+:20]([C:19]1[C:4]2[N:1]3[CH2:9][C:8]3([C:10]3[CH:15]=[CH:14][CH:13]=[CH:12][N:11]=3)[CH2:7][O:6][C:5]=2[CH:16]=[CH:17][CH:18]=1)([O-:22])=[O:21]. Reported procedure: A mixture of 2-{1-[(2-azido-3-nitrophenoxy)methyl]vinyl}pyridine (250 mg, 0.84 mmol) in benzene (15 mL) was refluxed at 80° C. for 15 h. The reaction was concentrated to give the crude product. The product was purified by FCC on silica gel eluting with a hexane:ethyl acetate gradient to give 7-nitro-1a-pyridin-2-yl-1a,2-dihydro-1H-azireno[2,1-c][1,4]benzoxazine as a solid (0.225 g, 90%). LCMS calculated for C14H12N3O3 (M+H)+: m/z=270.1. found: 270.1. Procedure: A mixture of benzyl 7-phenoxyacetamido-8-oxo-5-thia-1,3-diazabicyclo[4,2,0]octane-2-carboxylate (635 mg.) and cupric sulfate pentahydrate (75 mg.) in a mixed solution of acetic acid (4 ml.) and water (0.4 ml.) was stirred at room temperature. After stirring for 100 minutes, an additional cupric sulfate pentahydrate (300 mg.) was added thereto and the mixture was stirred for additional 1.5 hours. The reaction mixture was cooled to 10° C. and sodium bisulfide (86 mg.) was added thereto. The result... The reactants are cupric sulfate pentahydrate, O(C1=CC=CC=C1)CC(=O)NC1C2SCNC(N2C1=O)C(=O)OCC1=CC=CC=C1 (benzyl 7-phenoxyacetamido-8-oxo-5-thia-1,3-diazabicyclo[4,2,0]octane-2-carboxylate), cupric sulfate pentahydrate, C(C)(=O)O (acetic acid), [SH-].[Na+] (sodium bisulfide). The product is O(C1=CC=CC=C1)CC(=O)NC1C2SCN(C(N2C1=O)C(=O)OCC1=CC=CC=C1)O (benzyl 7-phenoxyacetamido-8-oxo-3-hydroxy-5-thia-1,3-diazabicyclo[4,2,0]octane-2-carboxylate). The solvent is O (water). RXN SMILES: [O:1]([CH2:8][C:9]([NH:11][CH:12]1[C:19](=[O:20])[N:18]2[CH:13]1[S:14][CH2:15][NH:16][CH:17]2[C:21]([O:23][CH2:24][C:25]1[CH:30]=[CH:29][CH:28]=[CH:27][CH:26]=1)=[O:22])=[O:10])[C:2]1[CH:7]=[CH:6][CH:5]=[CH:4][CH:3]=1.C(O)(=[O:33])C.[SH-].[Na+]>O>[O:1]([CH2:8][C:9]([NH:11][CH:12]1[C:19](=[O:20])[N:18]2[CH:13]1[S:14][CH2:15][N:16]([OH:33])[CH:17]2[C:21]([O:23][CH2:24][C:25]1[CH:30]=[CH:29][CH:28]=[CH:27][CH:26]=1)=[O:22])=[O:10])[C:2]1[CH:7]=[CH:6][CH:5]=[CH:4][CH:3]=1 |f:2.3|. The reactants are OCCCO, O=C1Nc2ccc([N+](=O)[O-])cc2C1=O, O, Cc1ccc(S(=O)(=O)O)cc1, c1ccccc1. The product is O=C1Nc2ccc([N+](=O)[O-])cc2C12OCCCO2. As a reaction SMILES: [CH2:15]([CH2:16][CH2:17][OH:18])[OH:19].[N+:1](=[O:2])([O-:3])[c:4]1[cH:5][c:6]2[c:10]([cH:11][cH:12]1)[NH:9][C:8](=[O:13])[C:7]2=[O:14].[OH2:20].[c:21]1([CH3:22])[cH:23][cH:24][c:25]([S:26]([OH:27])(=[O:28])=[O:29])[cH:30][cH:31]1.[cH:32]1[cH:33][cH:34][cH:35][cH:36][cH:37]1>>[N+:1](=[O:2])([O-:3])[c:4]1[cH:5][c:6]2[c:10]([cH:11][cH:12]1)[NH:9][C:8](=[O:13])[C:7]21[O:14][CH2:15][CH2:16][CH2:17][O:18]1. Starting materials: product, COC(=O)C1=NN(C=N1)[C@H]1[C@H](OC(C2=CC=CC=C2)=O)[C@H](OC(C2=CC=CC=C2)=O)[C@H](O1)COC(C1=CC=CC=C1)=O (1-(2,3,5-tri-O-benzoyl-β-D-ribofuranosyl)-1,2,4-triazole-3-carboxylic acid methyl ester), C[O-].[Na+] (sodium methoxide), ( H ). Solvent: CO (methanol). Product: COC(=O)C1=NN(C=N1)[C@H]1[C@H](O)[C@H](O)[C@H](O1)CO (1-(β-D-ribofuranosyl)-1,2,4-triazole-3-carboxylic acid methyl ester). As a reaction SMILES: [CH3:1][O:2][C:3]([C:5]1[N:9]=[CH:8][N:7]([C@@H:10]2[O:32][C@H:31]([CH2:33][O:34]C(=O)C3C=CC=CC=3)[C@@H:21]([O:22]C(=O)C3C=CC=CC=3)[C@H:11]2[O:12]C(=O)C2C=CC=CC=2)[N:6]=1)=[O:4].C[O-].[Na+]>CO>[CH3:1][O:2][C:3]([C:5]1[N:9]=[CH:8][N:7]([C@@H:10]2[O:32][C@H:31]([CH2:33][OH:34])[C@@H:21]([OH:22])[C@H:11]2[OH:12])[N:6]=1)=[O:4] |f:1.2|. Reported procedure: A solution of 1-(2,3,5-tri-O-benzoyl-β-D-ribofuranosyl)-1,2,4-triazole-3-carboxylic acid methyl ester (25.0 g., 43.8 mmol) and sodium methoxide (400 mg.) in methanol (200 ml.) was refluxed for 45 min. The solution was neutralized with Bio-Rad AG50-X2 (H), filtered and the filtrate was concentrated to a syrup. Crystallization of the syrup from methanolethyl acetate provided 8.0 g. (70.5%) of product with M.P. 117-199°. The reactants are S(O)(O)(=O)=O (sulfuric acid), compound, ClC1=CC=C(C2=CC=CC=C12)C(=O)O (4-Chloro-1-naphthoic acid), ClCCCl (1,2-dichloroethane). The product is ClC1=CC=C(C2=CC=CC=C12)C(=O)OC (Methyl 4-chloro-1-naphthoate). Procedure: The synthesis method of Example 7-(1) was applied. The compound (1.93g) obtained in (2) above, 1,2-dichloroethane (50 ml), methanol (25 ml) and concentrated sulfuric acid (1.8 ml) were used as reagents to give 1.99 g of a red-brown solid (yield 96%). The solvent is CO (methanol). The yield is 96.0%. RXN SMILES: [Cl:1][C:2]1[C:11]2[C:6](=[CH:7][CH:8]=[CH:9][CH:10]=2)[C:5]([C:12]([OH:14])=[O:13])=[CH:4][CH:3]=1.Cl[CH2:16]CCl.S(=O)(=O)(O)O>CO>[Cl:1][C:2]1[C:11]2[C:6](=[CH:7][CH:8]=[CH:9][CH:10]=2)[C:5]([C:12]([O:14][CH3:16])=[O:13])=[CH:4][CH:3]=1. Starting materials: CC(C)(C)c1ccccc1Oc1ncccc1N=C=O, CN(C)C=O, O=C(O)c1nc2ccccc2[nH]1. Product: CC(C)(C)c1ccccc1Oc1ncccc1NC(=O)c1nc2ccccc2[nH]1. Reaction SMILES: [C:1]([CH3:2])([CH3:3])([CH3:4])[c:5]1[c:6]([O:7][c:8]2[n:9][cH:10][cH:11][cH:12][c:13]2[N:14]=[C:15]=[O:16])[cH:17][cH:18][cH:19][cH:20]1.[O:33]=[CH:34][N:35]([CH3:36])[CH3:37].[nH:21]1[c:22]([C:30]([OH:31])=[O:32])[n:23][c:24]2[c:25]1[cH:26][cH:27][cH:28][cH:29]2>>[C:1]([CH3:2])([CH3:3])([CH3:4])[c:5]1[c:6]([O:7][c:8]2[n:9][cH:10][cH:11][cH:12][c:13]2[NH:14][C:15](=[O:16])[c:22]2[n:21][c:25]3[c:24]([nH:23]2)[cH:29][cH:28][cH:27][cH:26]3)[cH:17][cH:18][cH:19][cH:20]1.